From a dataset of the Open Reaction Database (ORD), a public repository of structured organic reaction records. describe an organic reaction: reactants, conditions, products, and yield Reactants: OC=1C=C2C=C(NC2=CC1)C(=O)N=C(NC)N (5-hydroxy-1-methyl-2-indoloylguanidine), Cl.CO (hydrogen chloride methanol). Product: Cl.OC=1C=C2C=C(NC2=CC1)C(=O)N=C(NC)N (5-hydroxy-1-methyl-2-indoloylguanidine hydrochloride). Isolated yield 68.6%. As a reaction SMILES: [OH:1][C:2]1[CH:3]=[C:4]2[C:8](=[CH:9][CH:10]=1)[NH:7][C:6]([C:11]([N:13]=[C:14]([NH2:17])[NH:15][CH3:16])=[O:12])=[CH:5]2.[ClH:18].CO>>[ClH:18].[OH:1][C:2]1[CH:3]=[C:4]2[C:8](=[CH:9][CH:10]=1)[NH:7][C:6]([C:11]([N:13]=[C:14]([NH2:17])[NH:15][CH3:16])=[O:12])=[CH:5]2 |f:1.2,3.4|. Procedure details: In 50 ml of methanol was dissolved 0.83 g (2.58 mmol) of 5-benzyloxy-1-methyl-2-indoloylguanidine obtained in Example 32. While stirring at room temperature, 0.30 g of 10% palladium/carbon was added to the solution in a nitrogen flow and catalytic hydrogenation was then conducted at ambient temperature under normal pressure. After completion of the reaction, the catalyst was filtered off and the filtrate was then concentrated under reduced pressure. The resulting residue was purified by silica g... Starting materials: COc1cc(Cl)cc(C(C)=O)c1, Cl, O, c1ccncc1. Yields the product CC(=O)c1cc(O)cc(Cl)c1. Reaction SMILES: [Cl:1][c:2]1[cH:3][c:4]([C:10]([CH3:11])=[O:12])[cH:5][c:6]([O:8][CH3:9])[cH:7]1.[ClH:13].[OH2:20].[n:14]1[cH:15][cH:16][cH:17][cH:18][cH:19]1>>[Cl:1][c:2]1[cH:3][c:4]([C:10]([CH3:11])=[O:12])[cH:5][c:6]([OH:8])[cH:7]1. Reaction SMILES: [CH3:1][O:2][C:3]1[CH:4]=[C:5]([CH:13]=[CH:14][C:15]=1[O:16][CH3:17])[C:6]([C:8]1[O:9][CH:10]=[CH:11][CH:12]=1)=O.[OH-].[NH4+:19]>CO>[CH3:1][O:2][C:3]1[CH:4]=[C:5]([C:6]2[C:8]([OH:9])=[CH:12][CH:11]=[CH:10][N:19]=2)[CH:13]=[CH:14][C:15]=1[O:16][CH3:17] |f:1.2|. Yields the product COC=1C=C(C=CC1OC)C1=NC=CC=C1O (2-(3,4-Dimethoxyphenyl)-3-pyridinol). Procedure details: 2-(3,4-Dimethoxybenzoyl)furan (764.0 g, 3.28 moles, described in Example 2) is heated at 140° C in an autoclave in the presence of concentrated ammonium hydroxide (7 liters) and methanol (6 liters) for 17 hours. The mixture is cooled and concentrated to 4 liters. Methylene chloride (3 liters) is added and the mixture is extracted with 8N aqueous sodium hydroxide (500 ml). The aqueous extract is washed with methylene chloride. Ice is added to the aqueous phase followed by 6N hydrochloric acid to ... Solvent: CO (methanol). Reactants: COC=1C=C(C(=O)C=2OC=CC2)C=CC1OC (2-(3,4-Dimethoxybenzoyl)furan), [OH-].[NH4+] (ammonium hydroxide). Starting materials: COC=1C=CC=CC1OCCNCC(COC=2C=CC=C3C2C=4C=CC=CC4N3)O (Carvedilol). The solvent is mixture, C(C)O (Ethanol), O (water). Reaction conditions: temperature 55 celsius. Product: COC=1C=CC=CC1OCCNCC(COC=2C=CC=C3C2C=4C=CC=CC4N3)O (carvedilol), COC1=C(OCCN)C=CC=C1 (2-(2-Methoxyphenoxy)ethylamine). As a reaction SMILES: [CH3:1][O:2][C:3]1[CH:4]=[CH:5][CH:6]=[CH:7][C:8]=1[O:9][CH2:10][CH2:11][NH:12][CH2:13][CH:14]([OH:30])[CH2:15][O:16][C:17]1[CH:18]=[CH:19][CH:20]=[C:21]2[NH:29][C:28]3[CH:27]=[CH:26][CH:25]=[CH:24][C:23]=3[C:22]=12>C(O)C.O>[CH3:1][O:2][C:3]1[CH:4]=[CH:5][CH:6]=[CH:7][C:8]=1[O:9][CH2:10][CH2:11][NH:12][CH2:13][CH:14]([OH:30])[CH2:15][O:16][C:17]1[CH:18]=[CH:19][CH:20]=[C:21]2[NH:29][C:28]3[CH:27]=[CH:26][CH:25]=[CH:24][C:23]=3[C:22]=12.[CH3:1][O:2][C:3]1[CH:4]=[CH:5][CH:6]=[CH:7][C:8]=1[O:9][CH2:10][CH2:11][NH2:12]. Reported procedure: Carvedilol (4 g) was dissolved in 45 mL of a mixture of 96% Ethanol and 4% water by heating the mixture under stirring in a 55° C. water bath. The solution was cooled and left at room temperature without stirring for about 14 hours, the crystals were filtered through a buchner funnel, rinsed twice with about 10 ml cold (4° C.) 96% ethanol, and dried in a desiccator at room temperature (connected to air pump) until constant weight to yield carvedilol Form III. Reactants: [NH4+].[OH-] (NH4OH), C12C(CC(CC1)C2)CC(=O)O (2-(bicyclo[2.2.1]heptan-2-yl)acetic acid), C(C(=O)Cl)(=O)Cl (oxalyl chloride). Reagents/catalysts: CN(C)C=O (DMF). The solvent is C1CCOC1 (THF), C(Cl)Cl (DCM). Reaction conditions: time 2 hour. Product: C12C(CC(CC1)C2)CC(=O)N (2-(bicyclo[2.2.1]heptan-2-yl)acetamide). Yield: 96.7%. As a reaction SMILES: [CH:1]12[CH2:7][CH:4]([CH2:5][CH2:6]1)[CH2:3][CH:2]2[CH2:8][C:9]([OH:11])=O.C(Cl)(=O)C(Cl)=O.[NH4+:18].[OH-]>C(Cl)Cl.CN(C=O)C.C1COCC1>[CH:1]12[CH2:7][CH:4]([CH2:5][CH2:6]1)[CH2:3][CH:2]2[CH2:8][C:9]([NH2:18])=[O:11] |f:2.3|. Procedure: A solution of 2-(bicyclo[2.2.1]heptan-2-yl)acetic acid (0.50 g, 3.24 mmol) in DCM (30 mL) was treated with oxalyl chloride (0.426 mL, 4.86 mmol), followed by a catalytic amount of DMF (1 drop) and stirred at RT for 2 h. A solution of NH4OH (˜15M, 2 mL, ˜30 mmol) in THF (5 mL) was added drop wise and the mixture stirred at RT overnight. The mixture was concentrated to dryness and the residue was dissolved in EtOAc, washed with brine, dried over MgSO4 and concentrated to dryness to afford 2-(bicyc... The reactants are CN1N=C(C(=C1)C(C=C(C(F)(F)F)O)=O)C (1-(1,3-dimethyl-1H-pyrazol-4-yl)-4,4,4-trifluoro-3-hydroxybut-2-en-1-one), BrC1=NNC(=C1)N (3-bromo-1H-pyrazol-5-amine), C(C)(=O)O (Acetic acid), ice water. Yields the product BrC1=NN2C(N=C(C=C2C(F)(F)F)C=2C(=NN(C2)CC)C)=C1 (2-bromo-5-(1-ethyl-3-methyl-1H-pyrazol-4-yl)-7-(trifluoromethyl)pyrazolo[1,5-a]pyrimidine). Procedure: 1-(1,3-dimethyl-1H-pyrazol-4-yl)-4,4,4-trifluoro-3-hydroxybut-2-en-1-one (Preparation 5, 1.7 g) and 3-bromo-1H-pyrazol-5-amine (Preparation 6, 1.18 g) in Acetic acid (52.61 mL) was heated at 120° C. in a sealed tube overnight. The reaction solution was cooled to room temperature, and poured into ice water (500 mL) resulting in a white precipitate. The precipitate was filtered and washed with copious amounts of water. The precipitate was then collected and dried in vacuo to afford the title compo... Isolated yield 73.1%. As a reaction SMILES: [CH3:1][N:2]1[CH:6]=[C:5]([C:7](=O)[CH:8]=[C:9](O)[C:10]([F:13])([F:12])[F:11])[C:4]([CH3:16])=[N:3]1.[Br:17][C:18]1[CH:22]=[C:21]([NH2:23])[NH:20][N:19]=1.[C:24](O)(=O)C>>[Br:17][C:18]1[CH:22]=[C:21]2[N:23]=[C:7]([C:5]3[C:4]([CH3:16])=[N:3][N:2]([CH2:1][CH3:24])[CH:6]=3)[CH:8]=[C:9]([C:10]([F:13])([F:12])[F:11])[N:20]2[N:19]=1. Run in CC#N (MeCN). The product is CC(C(=O)OCN1N=C(N=C1)C1=CC(=CC=C1)Br)(C)C ([3-(3-Bromophenyl)-1H-1,2,4-triazol-1-yl]methyl 2,2-dimethylpropanoate). Reported procedure: A slurry of 3-(3-bromophenyl)-1H-1,2,4-triazole (58.5 g; 261 mmol; Step 1 above), anhydrous K2CO3 (43.2 g; 313 mmol), and chloromethylpivalate (45 mL; 313 mmol) in dry MeCN (250 mL) was heated to 80° C. (Note 1) for 1 hour. The mixture was cooled, solid was collected by filtration and the filtrate was concentrated in vacuo. Residue from the filtaret was combined with the filtered solid and the whole was stirred with water approximately 20 minutes. Solid was collected by filtration, washed with w... Reaction SMILES: [Br:1][C:2]1[CH:3]=[C:4]([C:8]2[N:12]=[CH:11][NH:10][N:9]=2)[CH:5]=[CH:6][CH:7]=1.[C:13]([O-])([O-])=O.[K+].[K+].ClC[CH2:21][C:22]([CH3:27])([CH3:26])[C:23]([O-:25])=[O:24]>CC#N>[CH3:21][C:22]([CH3:27])([CH3:26])[C:23]([O:25][CH2:13][N:10]1[CH:11]=[N:12][C:8]([C:4]2[CH:5]=[CH:6][CH:7]=[C:2]([Br:1])[CH:3]=2)=[N:9]1)=[O:24] |f:1.2.3|. Starting materials: BrC=1C=C(C=CC1)C1=NNC=N1 (3-(3-bromophenyl)-1H-1,2,4-triazole), C(=O)([O-])[O-].[K+].[K+] (K2CO3), ClCCC(C(=O)[O-])(C)C (chloromethylpivalate). Run at time 20 minute.